From a dataset of the Open Reaction Database (ORD), a public repository of structured organic reaction records. describe an organic reaction: reactants, conditions, products, and yield Starting materials: [Al+3], CC(=O)NC1(CO)CCN(C)CC1, C1CCOC1, [H-], [H-], [H-], [H-], [Li+]. Product: CCNC1(CO)CCN(C)CC1. As a reaction SMILES: [Al+3:15].[C:1]([CH3:2])(=[O:3])[NH:4][C:5]1([CH2:12][OH:13])[CH2:6][CH2:7][N:8]([CH3:11])[CH2:9][CH2:10]1.[CH2:20]1[O:21][CH2:22][CH2:23][CH2:24]1.[H-:14].[H-:17].[H-:18].[H-:19].[Li+:16]>>[CH2:1]([CH3:2])[NH:4][C:5]1([CH2:12][OH:13])[CH2:6][CH2:7][N:8]([CH3:11])[CH2:9][CH2:10]1. The reactants are C(C)(=O)NC1=CC=C(C2=C1CCCCO2)C(=O)OC (methyl 6-acetylamino-2,3,4,5-tetrahydro-1-benzoxepin-9-carboylate), aqueous solution, [OH-] (hydroxide). Solvent: CO (methanol). Yields the product EtOAc hexanes, NC1=CC=C(C2=C1CCCCO2)C(=O)O (6-amino-2,3,4,5-tetrahydro-1-benzoxepin-9-carboxylic acid). Yield: 30.0%. RXN SMILES: C([NH:4][C:5]1[C:10]2[CH2:11][CH2:12][CH2:13][CH2:14][O:15][C:9]=2[C:8]([C:16]([O:18]C)=[O:17])=[CH:7][CH:6]=1)(=O)C.[OH-]>CO>[NH2:4][C:5]1[C:10]2[CH2:11][CH2:12][CH2:13][CH2:14][O:15][C:9]=2[C:8]([C:16]([OH:18])=[O:17])=[CH:7][CH:6]=1. Procedure: To a solution of 5 g (19.0 mmol) of methyl 6-acetylamino-2,3,4,5-tetrahydro-1-benzoxepin-9-carboylate in 10 ml of methanol is added 10 ml of a 10% aqueous solution hydroxide solution in a single portion at room temperature. The reaction mixture is heated to reflux and maintained at that temperature for 2 hours. After cooling, methanol is removed in vacuo and the residue is diluted with water. The pH of the solution is adjusted to 7 with 1N HCl and the solution is extracted with CH2Cl2. The combi...